This data is from the Open Reaction Database (ORD), a public repository of structured organic reaction records. The task is: describe an organic reaction: reactants, conditions, products, and yield The reactants are NC1=CN=C(N(C1=O)CC(=O)NC(C(C(F)(F)F)O[Si](C)(C)C(C)(C)C)C(C)C)C1=CC=CC=C1 (2-(5-Amino-6-oxo-2-phenyl-1,6-dihydro-1-pyrimidinyl)-N-(2-tert-butyldimethylsilyloxy-3,3,3-trifluoro-1-isopropylpropyl)acetamide), CO.ClCCl (methanol dichloromethane), NCC=1C=NC=CC1 (3-aminomethylpyridine). Product: O=C1C(=CN=C(N1CC(=O)NC(C(C(F)(F)F)O[Si](C)(C)C(C)(C)C)C(C)C)C1=CC=CC=C1)NC(=O)NCC=1C=NC=CC1 (2-[6-oxo-2-phenyl-5-[3-(3-pyridyl)methylureido]-1,6-dihydro-1-pyrimidinyl]-N-(2-tert-butyldimethysilyloxy-3,3,3-trifluoro-1-isopropylpropyl)acetamide). RXN SMILES: [NH2:1][C:2]1[C:7](=[O:8])[N:6]([CH2:9][C:10]([NH:12][CH:13]([CH:27]([CH3:29])[CH3:28])[CH:14]([O:19][Si:20]([C:23]([CH3:26])([CH3:25])[CH3:24])([CH3:22])[CH3:21])[C:15]([F:18])([F:17])[F:16])=[O:11])[C:5]([C:30]2[CH:35]=[CH:34][CH:33]=[CH:32][CH:31]=2)=[N:4][CH:3]=1.[NH2:36][CH2:37][C:38]1[CH:39]=[N:40][CH:41]=[CH:42][CH:43]=1.[CH3:44][OH:45].ClCCl>>[O:8]=[C:7]1[N:6]([CH2:9][C:10]([NH:12][CH:13]([CH:27]([CH3:29])[CH3:28])[CH:14]([O:19][Si:20]([C:23]([CH3:26])([CH3:24])[CH3:25])([CH3:21])[CH3:22])[C:15]([F:18])([F:17])[F:16])=[O:11])[C:5]([C:30]2[CH:31]=[CH:32][CH:33]=[CH:34][CH:35]=2)=[N:4][CH:3]=[C:2]1[NH:1][C:44]([NH:36][CH2:37][C:38]1[CH:39]=[N:40][CH:41]=[CH:42][CH:43]=1)=[O:45] |f:2.3|. Procedure: 2-(5-Amino-6-oxo-2-phenyl-1,6-dihydro-1-pyrimidinyl)-N-(2-tert-butyldimethylsilyloxy-3,3,3-trifluoro-1-isopropylpropyl)acetamide and 3-aminomethylpyridine were subjected to a method similar to that described in Example 3.a. Chromatography, with methanol: dichloromethane (5:95) as the eluent, gave 2-[6-oxo-2-phenyl-5-[3-(3-pyridyl)methylureido]-1,6-dihydro-1-pyrimidinyl]-N-(2-tert-butyldimethysilyloxy-3,3,3-trifluoro-1-isopropylpropyl)acetamide as a white solid; MS: m/z=647(M+1). Yields the product Nc1ccc(C(O)c2ccccc2F)cc1[N+](=O)[O-]. RXN SMILES: [CH3:20][OH:21].[NH2:1][c:2]1[c:3]([N+:17](=[O:18])[O-:19])[cH:4][c:5]([C:8](=[O:9])[c:10]2[c:11]([F:16])[cH:12][cH:13][cH:14][cH:15]2)[cH:6][cH:7]1.[OH2:22]>>[NH2:1][c:2]1[c:3]([N+:17](=[O:18])[O-:19])[cH:4][c:5]([CH:8]([OH:9])[c:10]2[c:11]([F:16])[cH:12][cH:13][cH:14][cH:15]2)[cH:6][cH:7]1. Starting materials: CO, Nc1ccc(C(=O)c2ccccc2F)cc1[N+](=O)[O-], O. The reactants are COC(=O)C=1N(C2=CC=C(C=C2C1C(=O)OC)O)C1=CC=C(C=C1)OC(C)C (5-Hydroxy-1-(4-isopropoxyphenyl)-indole-2,3-dicarboxylic acid dimethyl ester), FC(C1=CC=C(C=C1)B(O)O)(F)F (4-trifluoromethylphenylboronic acid). Product: COC(=O)C=1N(C2=CC=C(C=C2C1C(=O)OC)OC1=CC=C(C=C1)C(F)(F)F)C1=CC=C(C=C1)OC(C)C (1-(4-Isopropoxyphenyl)-5-(4-trifluoromethylphenoxy)indole-2,3-dicarb-oxylic acid dimethyl ester). As a reaction SMILES: [CH3:1][O:2][C:3]([C:5]1[N:6]([C:19]2[CH:24]=[CH:23][C:22]([O:25][CH:26]([CH3:28])[CH3:27])=[CH:21][CH:20]=2)[C:7]2[C:12]([C:13]=1[C:14]([O:16][CH3:17])=[O:15])=[CH:11][C:10]([OH:18])=[CH:9][CH:8]=2)=[O:4].[F:29][C:30]([F:41])([F:40])[C:31]1[CH:36]=[CH:35][C:34](B(O)O)=[CH:33][CH:32]=1>>[CH3:1][O:2][C:3]([C:5]1[N:6]([C:19]2[CH:20]=[CH:21][C:22]([O:25][CH:26]([CH3:28])[CH3:27])=[CH:23][CH:24]=2)[C:7]2[C:12]([C:13]=1[C:14]([O:16][CH3:17])=[O:15])=[CH:11][C:10]([O:18][C:34]1[CH:35]=[CH:36][C:31]([C:30]([F:41])([F:40])[F:29])=[CH:32][CH:33]=1)=[CH:9][CH:8]=2)=[O:4]. Procedure details: The sub-title compound was prepared in accordance with step (c) Example 1 from 5-hydroxy-1-(4-isopropoxyphenyl)indole-2,3-dicarboxylic acid dimethyl ester (250 mg, 0.65 mmol, see step (a) Example 19) and 4-trifluoromethylphenylboronic acid. Yield 230 mg (67%). Starting materials: C(C)(=O)O[C@@H]1C[C@@H]2CC[C@H]3[C@@H]4C[C@H]5[C@H]([C@H](C)[C@]6(O5)CC[C@@H](C)CO6)[C@]4([C@H](C([C@@H]3[C@]2(CC1)C)=O)OC(C)=O)C ((3β,5α, 12α,25R)-3,12-di(acetoxy)spirostan-11-one), [C-]#N.[K+] (potassium cyanide). Run in CO (methanol), C1CCOC1 (THF), O (water). Product: C[C@H]1[C@H]2[C@H](C[C@H]3[C@@H]4CC[C@H]5C[C@H](CC[C@]5(C)[C@H]4C([C@@H]([C@]23C)O)=O)O)O[C@]12CC[C@@H](C)CO2 ((3β,5α, 12α,25R)-spirostan-3,12-diol-11-one). As a reaction SMILES: C([O:4][C@H:5]1[CH2:31][CH2:30][C@@:29]2([CH3:32])[C@@H:7]([CH2:8][CH2:9][C@@H:10]3[C@@H:28]2[C:27](=[O:33])[C@H:26]([O:34]C(=O)C)[C@@:25]2([CH3:38])[C@H:11]3[CH2:12][C@@H:13]3[O:18][C@@:17]4([O:24][CH2:23][C@H:21]([CH3:22])[CH2:20][CH2:19]4)[C@@H:15]([CH3:16])[C@@H:14]32)[CH2:6]1)(=O)C.[C-]#N.[K+]>O.CO.C1COCC1>[CH3:16][C@@H:15]1[C@:17]2([O:24][CH2:23][C@H:21]([CH3:22])[CH2:20][CH2:19]2)[O:18][C@H:13]2[CH2:12][C@@H:11]3[C@@:25]([CH3:38])([C@@H:14]12)[C@@H:26]([OH:34])[C:27](=[O:33])[C@H:28]1[C@H:10]3[CH2:9][CH2:8][C@@H:7]2[C@:29]1([CH3:32])[CH2:30][CH2:31][C@H:5]([OH:4])[CH2:6]2 |f:1.2|. Procedure: Using the procedure described in Syn., 1973, 790, (3β,5α, 12α,25R)-3,12-di(acetoxy)spirostan-11-one was saponified with potassium cyanide in water, methanol and THF to give the title compound. RXN SMILES: [C:1]([Cl:4])(Cl)=O.[C:5]1([CH3:11])[CH:10]=[CH:9][CH:8]=[CH:7][CH:6]=1.C([N:19]1[C:28]2[C:23](=[CH:24][CH:25]=[C:26]([C:29]([F:32])([F:31])[F:30])[CH:27]=2)[NH:22]C(=O)[C:20]1=[O:34])C1C=CC=CC=1.CN(C)C=[O:38]>>[CH2:11]([O:38][N:19]1[C:28]2[C:23](=[CH:24][CH:25]=[C:26]([C:29]([F:32])([F:31])[F:30])[CH:27]=2)[N:22]=[C:1]([Cl:4])[C:20]1=[O:34])[C:5]1[CH:10]=[CH:9][CH:8]=[CH:7][CH:6]=1. Yields the product C(C1=CC=CC=C1)ON1C(C(=NC2=CC=C(C=C12)C(F)(F)F)Cl)=O (1-Benzyloxy-3-chloro-7-trifluoromethylquinoxalin-2(1H)-one). Reported procedure: A solution of 20% phosgene in toluene (120 ml, 0.23 mol) was added to a solution of 1-benzyl-7-trifluoromethylquinoxaline-2,3(1H,4H)-dione (27 g, 80 mmol) in 300 ml of dry N,N-dimethylformamide with stirring at 0° C. The mixture was stirred at room temperature overnight and evaporated to dryness. The residue was triturated with ice/water, filtered and dried in vacuo over phosphorus pentoxide to give 27.4 g (96%) of the title compound. M.p. 148°-150° C. The reactants are C(=O)(Cl)Cl (phosgene), C1(=CC=CC=C1)C (toluene), C(C1=CC=CC=C1)N1C(C(NC2=CC=C(C=C12)C(F)(F)F)=O)=O (1-benzyl-7-trifluoromethylquinoxaline-2,3(1H,4H)-dione), CN(C=O)C (N,N-dimethylformamide). Isolated yield 96.0%. Conditions: temperature 0 celsius. Starting materials: CC(C)(C)OC(=O)N1CCCC1C=O, C1CCOC1, CS(C)=O, C[S+](C)C, [H-], [I-], [Na+], O. Product: CC(C)(C)OC(=O)N1CCCC1C1CO1. As a reaction SMILES: [C:8]([CH3:9])([CH3:10])([CH3:11])[O:12][C:13](=[O:14])[N:15]1[CH:16]([CH:17]=[O:18])[CH2:19][CH2:20][CH2:21]1.[CH2:27]1[O:28][CH2:29][CH2:30][CH2:31]1.[CH3:23][S:24]([CH3:25])=[O:26].[CH3:4][S+:5]([CH3:6])[CH3:7].[H-:1].[I-:3].[Na+:2].[OH2:22]>>[CH2:4]1[CH:17]([CH:16]2[N:15]([C:13]([O:12][C:8]([CH3:9])([CH3:10])[CH3:11])=[O:14])[CH2:21][CH2:20][CH2:19]2)[O:18]1. Starting materials: N1CCC(C(=O)N)CC1 (isonipecotamide), FC(CCI)(F)F (3,3,3-trifluoropropyl iodide), C([O-])([O-])=O.[K+].[K+] (potassium carbonate). Product: FC(CCN1CCC(CC1)C(=O)N)(F)F (1-(3,3,3-Trifluoropropyl)-piperidine-4-carboxamide). The yield is 23.4%. As a reaction SMILES: [NH:1]1[CH2:9][CH2:8][CH:4]([C:5]([NH2:7])=[O:6])[CH2:3][CH2:2]1.[F:10][C:11]([F:16])([F:15])[CH2:12][CH2:13]I.C(=O)([O-])[O-].[K+].[K+]>>[F:10][C:11]([F:16])([F:15])[CH2:12][CH2:13][N:1]1[CH2:9][CH2:8][CH:4]([C:5]([NH2:7])=[O:6])[CH2:3][CH2:2]1 |f:2.3.4|. Procedure details: Prepared from isonipecotamide (2.85 g, 22.3 mmol), 3,3,3-trifluoropropyl iodide (5 g, 22.3 mmol) and potassium carbonate (3.08 g, 22.3 mmol) of according to the procedure used for Example 8 (Step A) to give 1.17 g of the title compound. The reactants are Nc1ccc(Cl)cc1Br, CC(=O)OC(C)=O, CN(C)c1ccncc1, ClCCl. Yields the product CC(=O)Nc1ccc(Cl)cc1Br. As a reaction SMILES: [Br:1][c:2]1[c:3]([NH2:4])[cH:5][cH:6][c:7]([Cl:9])[cH:8]1.[CH3:10][C:11](=[O:12])[O:13][C:14](=[O:15])[CH3:16].[CH3:17][N:18]([c:19]1[cH:20][cH:21][n:22][cH:23][cH:24]1)[CH3:25].[Cl:26][CH2:27][Cl:28]>>[Br:1][c:2]1[c:3]([NH:4][C:11]([CH3:10])=[O:12])[cH:5][cH:6][c:7]([Cl:9])[cH:8]1.